Dataset: the Open Reaction Database (ORD), a public repository of structured organic reaction records. Task: describe an organic reaction: reactants, conditions, products, and yield Reactants: ClCC=1C2=CC=CC=C2C=C2C=CC=CC12 (9-chloromethyl-anthracene), [C-]#N.[K+] (potassium cyanide). The solvent is C(C)#N (acetonitrile). The product is C1=CC=CC2=CC3=CC=CC=C3C(=C12)CC#N (anthracen-9-yl-acetonitrile). Yield: 98.1%. As a reaction SMILES: Cl[CH2:2][C:3]1[C:4]2[C:9]([CH:10]=[C:11]3[C:16]=1[CH:15]=[CH:14][CH:13]=[CH:12]3)=[CH:8][CH:7]=[CH:6][CH:5]=2.[C-:17]#[N:18].[K+]>C(#N)C>[CH:5]1[C:4]2[C:9](=[CH:10][C:11]3[C:16]([C:3]=2[CH2:2][C:17]#[N:18])=[CH:15][CH:14]=[CH:13][CH:12]=3)[CH:8]=[CH:7][CH:6]=1 |f:1.2|. Procedure: A solution of 9-chloromethyl-anthracene (10.0 g, 44.11 mmol) and potassium cyanide (28.72 g, 441.1 mmol) in acetonitrile (1.6 L) was heated to reflux for 2 hours. The mixture was cooled to room temperature, filtered and concentrated. The residue was dissolved in CH2Cl2, washed with water, dried over MgSO4 and concentrated to give anthracen-9-yl-acetonitrile as yellow crystals (9.40 g, 98% yield). 1H NMR (CDCl3) δ 8.53 (1H, s), 8.18 (2H, d), 8.07 (2H, d), 7.65 (2H, dd), 7.54 (2H, dd), 4.60 (2H, s... Yield: 71.0%. Product: ClC=1C=C(C=CC1Cl)C#CC=1C=C(C=CC1)C1=C(C(=NN1)C(=O)N1CC(CC1)N(CC)CC)C ({5-[3-(3,4-Dichloro-phenylethynyl)-phenyl]-4-methyl-1H-pyrazol-3-yl}-(3-diethylamino-pyrrolidin-1-yl)-methanone), yellow foam. RXN SMILES: [Cl:1][C:2]1[CH:7]=[CH:6][C:5](I)=[CH:4][C:3]=1[Cl:9].[CH2:10]([N:12]([CH2:34][CH3:35])[CH:13]1[CH2:17][CH2:16][N:15]([C:18]([C:20]2[C:24]([CH3:25])=[C:23]([C:26]3[CH:31]=[CH:30][CH:29]=[C:28]([C:32]#[CH:33])[CH:27]=3)[NH:22][N:21]=2)=[O:19])[CH2:14]1)[CH3:11]>>[Cl:9][C:3]1[CH:4]=[C:5]([C:33]#[C:32][C:28]2[CH:27]=[C:26]([C:23]3[NH:22][N:21]=[C:20]([C:18]([N:15]4[CH2:16][CH2:17][CH:13]([N:12]([CH2:34][CH3:35])[CH2:10][CH3:11])[CH2:14]4)=[O:19])[C:24]=3[CH3:25])[CH:31]=[CH:30][CH:29]=2)[CH:6]=[CH:7][C:2]=1[Cl:1]. Reported procedure: In analogy to the procedure described in Example 31F], 1,2-dichloro-4-iodobenzene and (3-diethylamino-pyrrolidin-1-yl)-[5-(3-ethynyl-phenyl)-4-methyl-1H-pyrazol-3-yl]-methanone (Example 31E]) gave the title compound in 71% yield yellow foam. MS: 495.2 (MH+, 2 Cl). The reactants are ClC1=C(C=C(C=C1)I)Cl (1,2-dichloro-4-iodobenzene), C(C)N(C1CN(CC1)C(=O)C1=NNC(=C1C)C1=CC(=CC=C1)C#C)CC ((3-diethylamino-pyrrolidin-1-yl)-[5-(3-ethynyl-phenyl)-4-methyl-1H-pyrazol-3-yl]-methanone).